Dataset: the Open Reaction Database (ORD), a public repository of structured organic reaction records. Task: describe an organic reaction: reactants, conditions, products, and yield Starting materials: P(=O)([O-])([O-])[O-].[K+].[K+].[K+] (tripotassium phosphate), BrC1=NC=C(C=C1)C (2-bromo-5-methylpyridine), OCC=1C=C(C=CC1)B(O)O (3-hydroxymethylbenzeneboronic acid). The reagents and catalysts are C=1C=CC(=CC1)[P](C=2C=CC=CC2)(C=3C=CC=CC3)[Pd]([P](C=4C=CC=CC4)(C=5C=CC=CC5)C=6C=CC=CC6)([P](C=7C=CC=CC7)(C=8C=CC=CC8)C=9C=CC=CC9)[P](C=1C=CC=CC1)(C=1C=CC=CC1)C=1C=CC=CC1 (tetrakis(triphenylphosphine)palladium). The solvent is O1CCOCC1 (dioxane), O (water). Reaction conditions: time 18 hour. Yields the product CC=1C=CC(=NC1)C=1C=C(C=CC1)CO ([3-(5-methylpyridin-2-yl)phenyl]methanol). As a reaction SMILES: P([O-])([O-])([O-])=O.[K+].[K+].[K+].Br[C:10]1[CH:15]=[CH:14][C:13]([CH3:16])=[CH:12][N:11]=1.[OH:17][CH2:18][C:19]1[CH:20]=[C:21](B(O)O)[CH:22]=[CH:23][CH:24]=1>O1CCOCC1.O.C1C=CC([P]([Pd]([P](C2C=CC=CC=2)(C2C=CC=CC=2)C2C=CC=CC=2)([P](C2C=CC=CC=2)(C2C=CC=CC=2)C2C=CC=CC=2)[P](C2C=CC=CC=2)(C2C=CC=CC=2)C2C=CC=CC=2)(C2C=CC=CC=2)C2C=CC=CC=2)=CC=1>[CH3:16][C:13]1[CH:14]=[CH:15][C:10]([C:23]2[CH:24]=[C:19]([CH2:18][OH:17])[CH:20]=[CH:21][CH:22]=2)=[N:11][CH:12]=1 |f:0.1.2.3,^1:38,40,59,78|. Procedure: 92 mg (0.08 mmol) of tetrakis(triphenylphosphine)palladium are added to a suspension, kept under nitrogen, of 849 mg (4.0 mmol) of tripotassium phosphate, 344 mg (2.0 mmol) of 2-bromo-5-methylpyridine and 304 mg (2.0 mmol) of 3-hydroxymethylbenzeneboronic acid in 12 ml of dioxane and 1 ml of water, and the mixture is heated at the boil with stirring for 18 hours. The reaction mixture is cooled to room temperature and partitioned between water and ethyl acetate. The organic phase is dried over so... Starting materials: C1CCOC1, CN1CCN(C(=O)c2nc3c([N+](=O)[O-])cccc3[nH]2)CC1, CCO, CCOC(C)=O, [H][H]. The product is CN1CCN(C(=O)c2nc3c(N)cccc3[nH]2)CC1. RXN SMILES: [CH2:22]1[O:23][CH2:24][CH2:25][CH2:26]1.[CH3:1][N:2]1[CH2:3][CH2:4][N:5]([C:8](=[O:9])[c:10]2[n:11][c:12]3[c:13]([nH:14]2)[cH:15][cH:16][cH:17][c:18]3[N+:19]([O-:20])=[O:21])[CH2:6][CH2:7]1.[CH3:27][CH2:28][OH:29].[CH3:32][CH2:33][O:34][C:35](=[O:36])[CH3:37].[H:30][H:31]>>[CH3:1][N:2]1[CH2:3][CH2:4][N:5]([C:8](=[O:9])[c:10]2[n:11][c:12]3[c:13]([nH:14]2)[cH:15][cH:16][cH:17][c:18]3[NH2:19])[CH2:6][CH2:7]1. Starting materials: C([O-])(O)=O.[Na+] (sodium bicarbonate), C(C1=CC=CC=C1)OCCCC=1N=C(SC1COC1=CC(=C(C=C1)C1=NOC(N1)=O)OC)C1=CC=C(C=C1)C(F)(F)F (3-{4-[4-(3-benzyloxy-propyl)-2-(4-trifluoromethyl-phenyl)-thiazol-5-ylmethoxy]-2-methoxy-phenyl}-4H-[1,2,4]oxadiazol-5-one), CO (methanol), I[Si](C)(C)C (iodotrimethylsilane). Run in ClCCl (dichloromethane). Reaction conditions: time 6.5 hour. The product is OCCCC=1N=C(SC1COC1=CC(=C(C=C1)C1=NOC(N1)=O)OC)C1=CC=C(C=C1)C(F)(F)F (3-{4-[4-(3-hydroxy-propyl)-2-(4-trifluoromethyl-phenyl)-thiazol-5-ylmethoxy]-2-methoxy-phenyl}-4H-[1,2,4]oxadiazol-5-one). Yield: 39.9%. RXN SMILES: C([O:8][CH2:9][CH2:10][CH2:11][C:12]1[N:13]=[C:14]([C:33]2[CH:38]=[CH:37][C:36]([C:39]([F:42])([F:41])[F:40])=[CH:35][CH:34]=2)[S:15][C:16]=1[CH2:17][O:18][C:19]1[CH:24]=[CH:23][C:22]([C:25]2[NH:29][C:28](=[O:30])[O:27][N:26]=2)=[C:21]([O:31][CH3:32])[CH:20]=1)C1C=CC=CC=1.I[Si](C)(C)C.CO.C(=O)(O)[O-].[Na+]>ClCCl>[OH:8][CH2:9][CH2:10][CH2:11][C:12]1[N:13]=[C:14]([C:33]2[CH:34]=[CH:35][C:36]([C:39]([F:40])([F:41])[F:42])=[CH:37][CH:38]=2)[S:15][C:16]=1[CH2:17][O:18][C:19]1[CH:24]=[CH:23][C:22]([C:25]2[NH:29][C:28](=[O:30])[O:27][N:26]=2)=[C:21]([O:31][CH3:32])[CH:20]=1 |f:3.4|. Procedure details: 118 mg of 3-{4-[4-(3-benzyloxy-propyl)-2-(4-trifluoromethyl-phenyl)-thiazol-5-ylmethoxy]-2-methoxy-phenyl}-4H-[1,2,4]oxadiazol-5-one were dissolved in 14 mL of dichloromethane by heating and allowing to cool down to room temperature. To the resulting solution was added 144 μL of iodotrimethylsilane. The resulting mixture was stirred at room temperature for 6.5 h and 6 mL of methanol were added followed by a saturated aqueous solution of sodium bicarbonate. The mixture was stirred for 1 h, filter... Starting materials: CC(C)(C)OC(=O)N1CCC(COc2ccc(Br)cn2)CC1, O=C([O-])[O-], CS(=O)(=O)c1ccc(B(O)O)cc1, COCCOC, [Na+], [Na+], c1ccc(P(c2ccccc2)(c2ccccc2)[Pd](P(c2ccccc2)(c2ccccc2)c2ccccc2)(P(c2ccccc2)(c2ccccc2)c2ccccc2)P(c2ccccc2)(c2ccccc2)c2ccccc2)cc1. The product is CC(C)(C)OC(=O)N1CCC(COc2ccc(-c3ccc(S(C)(=O)=O)cc3)cn2)CC1. Reaction SMILES: [Br:14][c:15]1[cH:16][cH:17][c:18]([O:21][CH2:22][CH:23]2[CH2:24][CH2:25][N:26]([C:29](=[O:30])[O:31][C:32]([CH3:33])([CH3:34])[CH3:35])[CH2:27][CH2:28]2)[n:19][cH:20]1.[C:36](=[O:37])([O-:38])[O-:39].[CH3:1][S:2](=[O:3])(=[O:4])[c:5]1[cH:6][cH:7][c:8]([B:11]([OH:12])[OH:13])[cH:9][cH:10]1.[CH3:42][O:43][CH2:44][CH2:45][O:46][CH3:47].[Na+:40].[Na+:41].[cH:48]1[cH:49][cH:50][c:51]([P:52]([Pd:53]([P:54]([c:55]2[cH:56][cH:57][cH:58][cH:59][cH:60]2)([c:61]2[cH:62][cH:63][cH:64][cH:65][cH:66]2)[c:67]2[cH:68][cH:69][cH:70][cH:71][cH:72]2)([P:73]([c:74]2[cH:75][cH:76][cH:77][cH:78][cH:79]2)([c:80]2[cH:81][cH:82][cH:83][cH:84][cH:85]2)[c:86]2[cH:87][cH:88][cH:89][cH:90][cH:91]2)[P:92]([c:93]2[cH:94][cH:95][cH:96][cH:97][cH:98]2)([c:99]2[cH:100][cH:101][cH:102][cH:103][cH:104]2)[c:105]2[cH:106][cH:107][cH:108][cH:109][cH:110]2)([c:111]2[cH:112][cH:113][cH:114][cH:115][cH:116]2)[c:117]2[cH:118][cH:119][cH:120][cH:121][cH:122]2)[cH:123][cH:124]1>>[CH3:1][S:2](=[O:3])(=[O:4])[c:5]1[cH:6][cH:7][c:8](-[c:15]2[cH:16][cH:17][c:18]([O:21][CH2:22][CH:23]3[CH2:24][CH2:25][N:26]([C:29](=[O:30])[O:31][C:32]([CH3:33])([CH3:34])[CH3:35])[CH2:27][CH2:28]3)[n:19][cH:20]2)[cH:9][cH:10]1. Reactants: CS(=O)[O-], [Na+], O=[N+]([O-])c1ccc(CBr)cc1, CN(C)C=O. Product: CS(=O)(=O)Cc1ccc([N+](=O)[O-])cc1. Reaction SMILES: [CH3:12][S:13](=[O:14])[O-:15].[Na+:16].[O-:1][N+:2](=[O:3])[c:4]1[cH:5][cH:6][c:7]([CH2:8][Br:9])[cH:10][cH:11]1.[O:17]=[CH:18][N:19]([CH3:20])[CH3:21]>>[O-:1][N+:2](=[O:3])[c:4]1[cH:5][cH:6][c:7]([CH2:8][S:13]([CH3:12])(=[O:14])=[O:15])[cH:10][cH:11]1. Reactants: BrC=1C(=CC(=C(C1)\C(\C)=N\S(=O)C(C)(C)C)F)F (2-methyl-propane-2-sulfinic acid [1-(5-bromo-2,4-difluoro-phenyl)-eth-(E)-ylidene]-amide), BrC(C(=O)OCC)(F)F (ethyl 2-bromo-2,2-difluoroacetate). The product is C(C)OC(C([C@](C)(N[S@](=O)C(C)(C)C)C1=C(C=C(C(=C1)Br)F)F)(F)F)=O ((R)-3-(5-bromo-2,4-difluoro-phenyl)-2,2-difluoro-3-((R)-2-methyl-propane-2-sulfinylamino)-butyric acid ethyl ester). As a reaction SMILES: [Br:1][C:2]1[C:3]([F:18])=[CH:4][C:5]([F:17])=[C:6](/[C:8](=[N:10]/[S:11]([C:13]([CH3:16])([CH3:15])[CH3:14])=[O:12])/[CH3:9])[CH:7]=1.Br[C:20]([F:27])([F:26])[C:21]([O:23][CH2:24][CH3:25])=[O:22]>>[CH2:24]([O:23][C:21](=[O:22])[C:20]([F:27])([F:26])[C@@:8]([C:6]1[CH:7]=[C:2]([Br:1])[C:3]([F:18])=[CH:4][C:5]=1[F:17])([NH:10][S@@:11]([C:13]([CH3:16])([CH3:15])[CH3:14])=[O:12])[CH3:9])[CH3:25]. Procedure details: Starting from 2-methyl-propane-2-sulfinic acid [1-(5-bromo-2,4-difluoro-phenyl)-eth-(E)-ylidene]-amide (intermediate A2E) and ethyl 2-bromo-2,2-difluoroacetate, the product (R)-3-(5-bromo-2,4-difluoro-phenyl)-2,2-difluoro-3-((R)-2-methyl-propane-2-sulfinylamino)-butyric acid ethyl ester was obtained as an orange oil. MS (ISP): m/z=462.1 [M+H]+ and 464.1 [M+2+H]−. Reactants: CCOCC, CCO, Cc1cc2ncc3c(Cl)ncnc3n2n1, Nc1cc(OCc2cccc(C(F)(F)F)c2)ccc1Sc1ccc(O)cc1. The product is Cc1cc2ncc3c(Nc4cc(OCc5cccc(C(F)(F)F)c5)ccc4Sc4ccc(O)cc4)ncnc3n2n1. Reaction SMILES: [CH3:43][CH2:44][O:45][CH2:46][CH3:47].[CH3:48][CH2:49][OH:50].[Cl:1][c:2]1[c:3]2[cH:4][n:5][c:6]3[n:7]([c:8]2[n:9][cH:10][n:11]1)[n:12][c:13]([CH3:15])[cH:14]3.[NH2:16][c:17]1[c:18]([S:35][c:36]2[cH:37][cH:38][c:39]([OH:42])[cH:40][cH:41]2)[cH:19][cH:20][c:21]([O:23][CH2:24][c:25]2[cH:26][c:27]([C:31]([F:32])([F:33])[F:34])[cH:28][cH:29][cH:30]2)[cH:22]1>>[c:2]1([NH:16][c:17]2[c:18]([S:35][c:36]3[cH:37][cH:38][c:39]([OH:42])[cH:40][cH:41]3)[cH:19][cH:20][c:21]([O:23][CH2:24][c:25]3[cH:26][c:27]([C:31]([F:32])([F:33])[F:34])[cH:28][cH:29][cH:30]3)[cH:22]2)[c:3]2[cH:4][n:5][c:6]3[n:7]([c:8]2[n:9][cH:10][n:11]1)[n:12][c:13]([CH3:15])[cH:14]3. Starting materials: NC12CC3(CC2CC(C1)C3)C3=CC=C(C=C3)N3C(NCC3)=O (1-[4-(3-amino tricyclo[3.3.1.03,7]non-1-yl)phenyl]imidazolidin-2-one), C(=O)([O-])[O-].[K+].[K+] (K2CO3), ClCC(=O)N1[C@@H](CCC1)C#N ((S)-1-(2-chloro-acetyl)pyrrolidine-2-carbonitrile). The solvent is CCOC(=O)C (EtOAc), CS(=O)C (DMSO). Conditions: time 3 hour. Product: O=C1N(CCN1)C1=CC=C(C=C1)C12CC3CC(CC3(C1)NCC(=O)N1[C@@H](CCC1)C#N)C2 ((2S)-1-{N-[2-[4-(2-oxoimidazolidin-1-yl)phenyl]hexahydro-2,5-methanopentalen-3a(1H)-yl]glycyl}pyrrolidine-2-carbonitrile). Isolated yield 35.9%. RXN SMILES: [NH2:1][C:2]12[CH2:9][CH:8]3[CH2:10][C:4]([C:11]4[CH:16]=[CH:15][C:14]([N:17]5[CH2:21][CH2:20][NH:19][C:18]5=[O:22])=[CH:13][CH:12]=4)([CH2:5][CH:6]1[CH2:7]3)[CH2:3]2.C([O-])([O-])=O.[K+].[K+].Cl[CH2:30][C:31]([N:33]1[CH2:37][CH2:36][CH2:35][C@H:34]1[C:38]#[N:39])=[O:32]>CS(C)=O.CCOC(C)=O>[O:22]=[C:18]1[NH:19][CH2:20][CH2:21][N:17]1[C:14]1[CH:13]=[CH:12][C:11]([C:4]23[CH2:10][CH:8]4[CH2:9][C:2]([NH:1][CH2:30][C:31]([N:33]5[CH2:37][CH2:36][CH2:35][C@H:34]5[C:38]#[N:39])=[O:32])([CH2:3]2)[CH:6]([CH2:7]4)[CH2:5]3)=[CH:16][CH:15]=1 |f:1.2.3|. Procedure details: To a stirred mixture of the compound obtained from step II (0.4 g, 1.35 mmol) and K2CO3 (0.56 g, 4.05 mmol) in DMSO (6 mL) at ice bath temperature under N2 atmosphere was added (S)-1-(2-chloro-acetyl)pyrrolidine-2-carbonitrile (0.23 g, 1.35 mmol). The reaction mixture was gradually warmed to room temperature and stirred for 3 h. Upon completion of the reaction (checked by TLC), the reaction mixture was diluted with EtOAc and washed with water and brine, dried over Na2SO4, and the solvent was eva... Reaction SMILES: [H-].[Na+].[Cl:3][C:4]1[CH:5]=[C:6]([C:10]2[C:19]3[C:14](=[CH:15][CH:16]=[C:17]([C:20]([C:28]4[CH:33]=[CH:32][C:31]([Cl:34])=[CH:30][CH:29]=4)([OH:27])[C:21]4[N:25]([CH3:26])[CH:24]=[N:23][N:22]=4)[CH:18]=3)[NH:13][C:12](=[O:35])[CH:11]=2)[CH:7]=[CH:8][CH:9]=1.Br[CH2:37][C:38]1[CH:45]=[CH:44][C:41]([C:42]#[N:43])=[CH:40][CH:39]=1>CN(C=O)C>[Cl:3][C:4]1[CH:5]=[C:6]([C:10]2[C:19]3[C:14](=[CH:15][CH:16]=[C:17]([C:20]([C:28]4[CH:29]=[CH:30][C:31]([Cl:34])=[CH:32][CH:33]=4)([OH:27])[C:21]4[N:25]([CH3:26])[CH:24]=[N:23][N:22]=4)[CH:18]=3)[N:13]([CH2:37][C:38]3[CH:45]=[CH:44][C:41]([C:42]#[N:43])=[CH:40][CH:39]=3)[C:12](=[O:35])[CH:11]=2)[CH:7]=[CH:8][CH:9]=1 |f:0.1|. Starting materials: [H-].[Na+] (NaH), oil, ClC=1C=C(C=CC1)C1=CC(NC2=CC=C(C=C12)C(C1=NN=CN1C)(O)C1=CC=C(C=C1)Cl)=O (4-(3-chlorophenyl)-6-[(4-chlorophenyl)hydroxy(4-methyl-4H-1,2,4-triazol-3-yl)methyl]-2(1H)-quinolinone), BrCC1=CC=C(C#N)C=C1 (4-(Bromomethyl)-benzonitrile), ice water. Reported procedure: NaH 60% in oil (0.0023 mol) was added at room temperature to a mixture of 4-(3-chlorophenyl)-6-[(4-chlorophenyl)hydroxy(4-methyl-4H-1,2,4-triazol-3-yl)methyl]-2(1H)-quinolinone (0.0021 mol), obtained in Example B32, in DMF (10 ml). The mixture was stirred for 30 minutes. 4-(Bromomethyl)-benzonitrile (0.0023 mol) was added. The mixture was stirred at room temperature for 18 hours, then at 80° C. for 2 hours, then overnight, cooled and poured out into ice water. The precipitate was filtered, taken... The yield is 6.3%. The product is ClC=1C=C(C=CC1)C1=CC(N(C2=CC=C(C=C12)C(C1=NN=CN1C)(O)C1=CC=C(C=C1)Cl)CC1=CC=C(C#N)C=C1)=O (4-[[4-(3-chlorophenyl)-6-[(4-chlorophenyl)hydroxy(4-methyl-4H-1,2,4-triazol-3-yl)methyl]-2-oxo-1(2H)-quinolinyl]methyl]-benzonitrile). Run in CN(C)C=O (DMF). Reaction conditions: time 30 minute.